describe an organic reaction: reactants, conditions, products, and yield From a dataset of the Open Reaction Database (ORD), a public repository of structured organic reaction records. Reactants: COc1cccc(OC)c1O, CCOC(C)=O, C1CCC2=NCCCN2CC1, O. Yields the product COc1cccc(OC)c1OC. Reaction SMILES: [CH3:1][O:2][c:3]1[cH:4][cH:5][cH:6][c:7]([O:8][CH3:9])[c:10]1[OH:11].[CH3:23][CH2:24][O:25][C:26]([CH3:27])=[O:28].[N:12]12[CH2:13][CH2:22][CH2:21][CH2:20][CH2:19][C:18]1=[N:17][CH2:16][CH2:15][CH2:14]2.[OH2:29]>>[CH3:1][O:2][c:3]1[cH:4][cH:5][cH:6][c:7]([O:8][CH3:9])[c:10]1[O:11][CH3:13]. The reactants are C[C@@H]1[C@H](C[C@@H]([C@H](O1)OC2[C@@H]([C@H](C([C@@H]([C@@H]2O)O)O)O)O)N)N=C(C(=O)O)N.Cl (Kasugamycin hydrochloride), resin. The solvent is O (H2O). Run at temperature 85 celsius, time 3 hour. Yields the product C1(C(C(C(C(C1O)O)O)O)O)O (D-chiro-inositol). The yield is 15.0%. As a reaction SMILES: C[C@H]1O[C@H]([O:8][CH:9]2[C@@H:14]([OH:15])[C@@H:13]([OH:16])[CH:12]([OH:17])[C@H:11]([OH:18])[C@H:10]2[OH:19])[C@@H](N)C[C@@H]1N=C(N)C(O)=O.Cl>O>[CH:9]1([OH:8])[CH:10]([OH:19])[CH:11]([OH:18])[CH:12]([OH:17])[CH:13]([OH:16])[CH:14]1[OH:15] |f:0.1|. Procedure: Kasugamycin hydrochloride (1 g), 5 mL deionized H2O and Diaion™ SK 116 resin (6 g) were combined and heated 4 h at 85° C., and then at 100° C. for 3 h. The catalyst was removed by filtration through a course scintered glass funnel and washed with deionized H2O (20 mL). The mixture was purified as above, using ion exchange resins and charcoal, yielding D-chiro-inositol (15%).